From a dataset of the Open Reaction Database (ORD), a public repository of structured organic reaction records. describe an organic reaction: reactants, conditions, products, and yield Reactants: C1(=CC=CC=C1)P(C1=CC=CC=C1)C1=CC=CC=C1 (triphenylphosphine), II (iodine), N1C=NC=C1 (imidazole), OCC[C@@H]1[C@@H](C1)C1CCN(CC1)C(=O)OC(C)(C)C (rac-cis-tert-butyl 4-[2-(2-hydroxyethyl)cyclopropyl]piperidine-1-carboxylate). The solvent is ClCCl (dichloromethane), C(C)OCC (diethyl ether). Run at time 20 minute. The product is ICC[C@@H]1[C@@H](C1)C1CCN(CC1)C(=O)OC(C)(C)C (rac-cis-tert-butyl 4-[2-(2-iodoethyl)cyclopropyl]piperidine-1-carboxylate). Reaction SMILES: O[CH2:2][CH2:3][C@H:4]1[CH2:6][C@H:5]1[CH:7]1[CH2:12][CH2:11][N:10]([C:13]([O:15][C:16]([CH3:19])([CH3:18])[CH3:17])=[O:14])[CH2:9][CH2:8]1.C1(P(C2C=CC=CC=2)C2C=CC=CC=2)C=CC=CC=1.[I:39]I.N1C=CN=C1>ClCCl.C(OCC)C>[I:39][CH2:2][CH2:3][C@H:4]1[CH2:6][C@H:5]1[CH:7]1[CH2:12][CH2:11][N:10]([C:13]([O:15][C:16]([CH3:19])([CH3:18])[CH3:17])=[O:14])[CH2:9][CH2:8]1. Procedure: rac-cis-tert-butyl 4-[2-(2-hydroxyethyl)cyclopropyl]piperidine-1-carboxylate (100 mg, 0.37 mmol) from step 2 of this example was dissolved in dichloromethane (3.7 mL), triphenylphosphine (195 mg, 0.74 mmol), iodine (94 mg, 0.37 mmol) and imidazole (51 mg, 0.74 mmol) were added. After 20 minutes, diethyl ether (10 mL) was added, filtered through a silica gel pad (0.5 inch), concentrated and purified by column chromatography through a 24 gram AnaLogix™ silica gel cartridge eluting with 10% ethyl a... The reactants are ClC1=C(C=CC(=C1)F)O (2-Chloro-4-fluorophenol), C(C)(=O)O (acetic acid), [N+](=O)(O)[O-] (nitric acid). Solvent: O (water). Run at temperature 0 celsius, time 5 hour. Product: ClC1=C(C(=CC(=C1)F)[N+](=O)[O-])O (2-chloro-4-fluoro-6-nitrophenol). Yield: 83.0%. Reaction SMILES: [Cl:1][C:2]1[CH:7]=[C:6]([F:8])[CH:5]=[CH:4][C:3]=1[OH:9].C(O)(=O)C.[N+:14]([O-])([OH:16])=[O:15]>O>[Cl:1][C:2]1[CH:7]=[C:6]([F:8])[CH:5]=[C:4]([N+:14]([O-:16])=[O:15])[C:3]=1[OH:9]. Procedure details: 2-Chloro-4-fluorophenol (5.64 g, 38.5 mmol) was added to a solution of acetic acid (16.5 mL), nitric acid (8.66 mL) and water (7.5 mL) at 0° C. The reaction mixture was stirred vigorously for 5 hours at 0° C. The resulting precipitate was filtered, washed with water and dried under vacuum to yield 2-chloro-4-fluoro-6-nitrophenol (6.12 g, 32.0 mmol, 83%) as a yellow powder. Starting materials: CC(=O)[O-], CC(=O)[O-], O=C([O-])[O-], Cc1ccccc1, CC(C)c1cc(C(C)C)c(-c2ccccc2P(C2CCCCC2)C2CCCCC2)c(C(C)C)c1, [Cs+], [Cs+], Ic1ccccc1, COc1cccc(CCc2ccc(C(=O)OC(C)(C)C)c(N)c2)c1, O=C(C=Cc1ccccc1)C=Cc1ccccc1, O=C(C=Cc1ccccc1)C=Cc1ccccc1, O=C(C=Cc1ccccc1)C=Cc1ccccc1, [Pd+2], [Pd], [Pd]. Product: COc1cccc(CCc2ccc(C(=O)OC(C)(C)C)c(Nc3ccccc3)c2)c1. As a reaction SMILES: [C:128]([O-:129])(=[O:130])[CH3:131].[C:133]([O-:134])(=[O:135])[CH3:136].[C:32](=[O:33])([O-:34])[O-:35].[CH3:137][c:138]1[cH:139][cH:140][cH:141][cH:142][cH:143]1.[CH:38]1([P:39]([CH:40]2[CH2:41][CH2:42][CH2:43][CH2:44][CH2:45]2)[c:46]2[cH:47][cH:48][cH:49][cH:50][c:51]2-[c:52]2[c:53]([CH:54]([CH3:55])[CH3:56])[cH:57][c:58]([CH:59]([CH3:60])[CH3:61])[cH:62][c:63]2[CH:64]([CH3:65])[CH3:66])[CH2:67][CH2:68][CH2:69][CH2:70][CH2:71]1.[Cs+:36].[Cs+:37].[I:25][c:26]1[cH:27][cH:28][cH:29][cH:30][cH:31]1.[NH2:1][c:2]1[c:3]([C:4](=[O:5])[O:6][C:7]([CH3:8])([CH3:9])[CH3:10])[cH:11][cH:12][c:13]([CH2:15][CH2:16][c:17]2[cH:18][c:19]([O:23][CH3:24])[cH:20][cH:21][cH:22]2)[cH:14]1.[O:110]=[C:111]([CH:112]=[CH:113][c:114]1[cH:115][cH:116][cH:117][cH:118][cH:119]1)[CH:120]=[CH:121][c:122]1[cH:123][cH:124][cH:125][cH:126][cH:127]1.[O:74]=[C:75]([CH:76]=[CH:77][c:78]1[cH:79][cH:80][cH:81][cH:82][cH:83]1)[CH:84]=[CH:85][c:86]1[cH:87][cH:88][cH:89][cH:90][cH:91]1.[O:92]=[C:93]([CH:94]=[CH:95][c:96]1[cH:97][cH:98][cH:99][cH:100][cH:101]1)[CH:102]=[CH:103][c:104]1[cH:105][cH:106][cH:107][cH:108][cH:109]1.[Pd+2:132].[Pd:72].[Pd:73]>>[NH:1]([c:2]1[c:3]([C:4](=[O:5])[O:6][C:7]([CH3:8])([CH3:9])[CH3:10])[cH:11][cH:12][c:13]([CH2:15][CH2:16][c:17]2[cH:18][c:19]([O:23][CH3:24])[cH:20][cH:21][cH:22]2)[cH:14]1)[c:26]1[cH:27][cH:28][cH:29][cH:30][cH:31]1. Starting materials: ClC1=C(OC=2C=CC(=C(C(=O)O)C2)[N+](=O)[O-])C=CC(=C1)C(F)(F)F (5-(2-chloro-4-trifluoromethylphenoxy)-2-nitrobenzoic acid), CS(=O)(=O)N (CH3SO2NH2), Cl (HCl). Solvent: S(=O)(Cl)Cl (thionyl chloride). Reaction conditions: temperature 110 celsius. Product: ClC1=C(OC=2C=CC(=C(C(=O)NS(=O)(=O)C)C2)[N+](=O)[O-])C=CC(=C1)C(F)(F)F (5-(2chloro-4-trifluoromethylphenoxy)-2-nitro-N-methansulphonyl benzamide). As a reaction SMILES: [Cl:1][C:2]1[CH:20]=[C:19]([C:21]([F:24])([F:23])[F:22])[CH:18]=[CH:17][C:3]=1[O:4][C:5]1[CH:6]=[CH:7][C:8]([N+:14]([O-:16])=[O:15])=[C:9]([CH:13]=1)[C:10](O)=[O:11].[CH3:25][S:26]([NH2:29])(=[O:28])=[O:27].Cl>S(Cl)(Cl)=O>[Cl:1][C:2]1[CH:20]=[C:19]([C:21]([F:24])([F:23])[F:22])[CH:18]=[CH:17][C:3]=1[O:4][C:5]1[CH:6]=[CH:7][C:8]([N+:14]([O-:16])=[O:15])=[C:9]([CH:13]=1)[C:10]([NH:29][S:26]([CH3:25])(=[O:28])=[O:27])=[O:11]. Procedure details: 5-(2-chloro-4-trifluoromethylphenoxy)-2-nitrobenzoic acid (2 gm) is heated under reflux in excess of thionyl chloride (20 ml) for 90 minutes. The excess thionyl chloride is removed under vacuum. The residual product is mixed with at least 1.5 mole equivalent CH3SO2NH2, heated slowly in an oil bath to about 110° C. The reaction temperature is slowly raised to about 150° C. and kept at that temperature for at least 30 minutes or till the HCl ceases to evolve. The reaction mixture is cooled and the... The reactants are OC1=NC=C(C(=O)O)C=C1 (6-hydroxynicotinic acid), [N+](=O)(O)[O-] (nitric acid). Run at temperature 50 celsius, time 8 hour. Product: OC1=NC=C(C(=O)O)C=C1[N+](=O)[O-] (6-Hydroxy-5-nitronicotinic acid). RXN SMILES: [OH:1][C:2]1[CH:10]=[CH:9][C:5]([C:6]([OH:8])=[O:7])=[CH:4][N:3]=1.[N+:11]([O-])([OH:13])=[O:12]>>[OH:1][C:2]1[C:10]([N+:11]([O-:13])=[O:12])=[CH:9][C:5]([C:6]([OH:8])=[O:7])=[CH:4][N:3]=1. Reported procedure: To a 250 mL flask were added 6-hydroxynicotinic acid (20 g, Aldrich) and 100 mL of red fuming nitric acid. The mixture was slowly heated to 50° C. (bath temperature) and stirred at this temperature for 8 h. Then the temperature was slowly raised to 80° C. and the mixture was stirred for another 7 h. The mixture was cooled to rt overnight and the yellow precipitate was collected by filtration, washed with water (10 mL) and dried. LC-MS: >95% pure. 1H NMR (CD3OD, 400 MHz): δ=8.45 (d, J=2.5 Hz, 1H)...